This data is from the Open Reaction Database (ORD), a public repository of structured organic reaction records. The task is: describe an organic reaction: reactants, conditions, products, and yield Yields the product CC(C)(C)N(N)C(=O)c1ccccc1. As a reaction SMILES: [C:10]([c:11]1[cH:12][cH:13][cH:14][cH:15][cH:16]1)(=[O:17])[Cl:18].[C:2]([CH3:3])([CH3:4])([CH3:5])[NH:6][NH2:7].[CH3:19][c:20]1[cH:21][cH:22][cH:23][cH:24][cH:25]1.[ClH:1].[Na+:9].[OH-:8]>>[C:2]([CH3:3])([CH3:4])([CH3:5])[N:6]([NH2:7])[C:10]([c:11]1[cH:12][cH:13][cH:14][cH:15][cH:16]1)=[O:17]. Reactants: O=C(Cl)c1ccccc1, CC(C)(C)NN, Cc1ccccc1, Cl, [Na+], [OH-]. Reactants: C(C1=CC=CC=C1)(=O)Cl (benzoyl chloride), [OH-].[Na+] (sodium hydroxide), C(C(C)(C)C)NNC(C1=CC=CC=C1)=O (2-neopentyl-1-benzoylhydrazine). Run in C1(=CC=CC=C1)C (toluene), C1(=CC=CC=C1)C (toluene), CCCCCC (hexane). Run at time 1 hour. The product is C(C(C)(C)C)N(NC(C1=CC=CC=C1)=O)C(C1=CC=CC=C1)=O (N'-neopentyl-N,N'-dibenzoylhydrazine). As a reaction SMILES: [CH2:1]([NH:6][NH:7][C:8](=[O:15])[C:9]1[CH:14]=[CH:13][CH:12]=[CH:11][CH:10]=1)[C:2]([CH3:5])([CH3:4])[CH3:3].[C:16](Cl)(=[O:23])[C:17]1[CH:22]=[CH:21][CH:20]=[CH:19][CH:18]=1.[OH-].[Na+]>C1(C)C=CC=CC=1.CCCCCC>[CH2:1]([N:6]([C:16](=[O:23])[C:17]1[CH:22]=[CH:21][CH:20]=[CH:19][CH:18]=1)[NH:7][C:8](=[O:15])[C:9]1[CH:14]=[CH:13][CH:12]=[CH:11][CH:10]=1)[C:2]([CH3:5])([CH3:4])[CH3:3] |f:2.3|. Procedure: To a stirred solution of the 2-neopentyl-1-benzoylhydrazine in toluene (40 ml) at 5° C. were added dropwise and simultaneously solutions of benzoyl chloride (1.4 g, 10 mmoles) in toluene (5 ml) and aqueous 50% sodium hydroxide solution (0.8 g) while maintaining the temperature below 10° C. After the addition, the reaction mixture was warmed to room temperature and stirred for 1 hour. The reaction mixture was diluted with hexane and the precipitated product isolated by filtration. The product was... Starting materials: CCCCCc1ccc(CNC(Cc2ccccc2)C(=O)N2CCN(Cc3ccccc3)CC2)cc1, COc1ccc(C=CC(=O)O)cc1. The product is CCCCCc1ccc(CN(C(=O)C=Cc2ccc(OC)cc2)C(Cc2ccccc2)C(=O)N2CCN(Cc3ccccc3)CC2)cc1. Reaction SMILES: [CH2:1]([c:2]1[cH:3][cH:4][cH:5][cH:6][cH:7]1)[N:8]1[CH2:9][CH2:10][N:11]([C:14]([CH:15]([CH2:16][c:17]2[cH:18][cH:19][cH:20][cH:21][cH:22]2)[NH:23][CH2:24][c:25]2[cH:26][cH:27][c:28]([CH2:31][CH2:32][CH2:33][CH2:34][CH3:35])[cH:29][cH:30]2)=[O:36])[CH2:12][CH2:13]1.[CH3:37][O:38][c:39]1[cH:40][cH:41][c:42]([CH:43]=[CH:44][C:45](=[O:46])[OH:47])[cH:48][cH:49]1>>[CH2:1]([c:2]1[cH:3][cH:4][cH:5][cH:6][cH:7]1)[N:8]1[CH2:9][CH2:10][N:11]([C:14]([CH:15]([CH2:16][c:17]2[cH:18][cH:19][cH:20][cH:21][cH:22]2)[N:23]([CH2:24][c:25]2[cH:26][cH:27][c:28]([CH2:31][CH2:32][CH2:33][CH2:34][CH3:35])[cH:29][cH:30]2)[C:45]([CH:44]=[CH:43][c:42]2[cH:41][cH:40][c:39]([O:38][CH3:37])[cH:49][cH:48]2)=[O:46])=[O:36])[CH2:12][CH2:13]1. The reactants are COC=1C=C(CC2NCCC3=CC(=C(C=C23)OC)OC)C=CC1OC (1-(3,4-Dimethoxy-benzyl)-6,7-dimethoxy-1,2,3,4-tetrahydroisoquinoline), BrCC(=O)Br (2-bromoacetyl bromide), C1(CCCC2=CC=CC=C12)N (1,2,3,4-tetrahydro-1-naphthylamine). Yields the product COC=1C=C(CC2N(CCC3=CC(=C(C=C23)OC)OC)CC(=O)NC2CCCC3=CC=CC=C23)C=CC1OC (2-[1-(3,4-Dimethoxy-benzyl)-6,7-dimethoxy-3,4-dihydro-1H-isoquinolin-2-yl]-N-(1,2,3,4-tetrahydro-naphthalen-1-yl)-acetamide). As a reaction SMILES: [CH3:1][O:2][C:3]1[CH:4]=[C:5]([CH:21]=[CH:22][C:23]=1[O:24][CH3:25])[CH2:6][CH:7]1[C:16]2[C:11](=[CH:12][C:13]([O:19][CH3:20])=[C:14]([O:17][CH3:18])[CH:15]=2)[CH2:10][CH2:9][NH:8]1.Br[CH2:27][C:28](Br)=[O:29].[CH:31]1([NH2:41])[C:40]2[C:35](=[CH:36][CH:37]=[CH:38][CH:39]=2)[CH2:34][CH2:33][CH2:32]1>>[CH3:1][O:2][C:3]1[CH:4]=[C:5]([CH:21]=[CH:22][C:23]=1[O:24][CH3:25])[CH2:6][CH:7]1[C:16]2[C:11](=[CH:12][C:13]([O:19][CH3:20])=[C:14]([O:17][CH3:18])[CH:15]=2)[CH2:10][CH2:9][N:8]1[CH2:27][C:28]([NH:41][CH:31]1[C:40]2[C:35](=[CH:36][CH:37]=[CH:38][CH:39]=2)[CH2:34][CH2:33][CH2:32]1)=[O:29]. Procedure details: prepared by reaction of 1-(3,4-Dimethoxy-benzyl)-6,7-dimethoxy-1,2,3,4-tetrahydroisoquinoline and 2-bromoacetyl bromide with 1,2,3,4-tetrahydro-1-naphthylamine The reactants are O[C@H](C(=O)OCC1=CC=CC=C1)CC1=CC=CC=C1 (benzyl 2(S)-hydroxy-3-phenylpropionate), ClC(=O)OC(Cl)(Cl)Cl (trichloromethyl chloroformate), N1CCOCC1 (morpholine). Solvent: O1CCCC1 (tetrahydrofuran). Conditions: temperature 0 celsius, time 3 hour. Product: O1CCN(CC1)C(=O)O[C@H](C(=O)OCC1=CC=CC=C1)CC1=CC=CC=C1 (benzyl 2(S)-morpholinocarbonyloxy-3-phenylpropionate). RXN SMILES: [OH:1][C@@H:2]([CH2:13][C:14]1[CH:19]=[CH:18][CH:17]=[CH:16][CH:15]=1)[C:3]([O:5][CH2:6][C:7]1[CH:12]=[CH:11][CH:10]=[CH:9][CH:8]=1)=[O:4].Cl[C:21](OC(Cl)(Cl)Cl)=[O:22].[NH:28]1[CH2:33][CH2:32][O:31][CH2:30][CH2:29]1>O1CCCC1>[O:31]1[CH2:32][CH2:33][N:28]([C:21]([O:1][C@@H:2]([CH2:13][C:14]2[CH:19]=[CH:18][CH:17]=[CH:16][CH:15]=2)[C:3]([O:5][CH2:6][C:7]2[CH:12]=[CH:11][CH:10]=[CH:9][CH:8]=2)=[O:4])=[O:22])[CH2:29][CH2:30]1. Procedure: To a solution of benzyl 2(S)-hydroxy-3-phenylpropionate (256 mg) in dry tetrahydrofuran (10 ml) was added trichloromethyl chloroformate (0.122 ml). The mixture was refluxed for 18 hours. The mixture was cooled to 0° C., and morpholine (348 mg) was added thereto. The mixture was stirred at the same temperature for 3 hours. After evaporation of the solvent, the residue was dissolved in ethyl acetate (40 ml). The solution was washed with 5% hydrochloric acid, 1 M sodium bicarbonate solution and wat... Reactants: CS(C)=O, [H-], [H][H], CI, NCCCNc1ccccn1, [Na+], O. Product: CN(CCCN)c1ccccn1. RXN SMILES: [CH3:18][S:19]([CH3:20])=[O:21].[H-:1].[H:14][H:15].[I:16][CH3:17].[NH2:3][CH2:4][CH2:5][CH2:6][NH:7][c:8]1[n:9][cH:10][cH:11][cH:12][cH:13]1.[Na+:2].[OH2:22]>>[NH2:3][CH2:4][CH2:5][CH2:6][N:7]([c:8]1[n:9][cH:10][cH:11][cH:12][cH:13]1)[CH3:17].